Dataset: the Open Reaction Database (ORD), a public repository of structured organic reaction records. Task: describe an organic reaction: reactants, conditions, products, and yield Starting materials: BrC1=CC=C(C=N1)C(=O)N1CCN(CC1)C1=NC=C(C=C1C)C ((6-bromopyridin-3-yl)[4-(3,5-dimethylpyridin-2-yl)piperazin-1-yl]methanone), CC=1C(=NC=C(C1)C)N1CCN(CC1)C(=O)C=1C=CC(=NC1)N1C(N(C(C1C(C)C)=O)CC1=CC=C(C=C1)OC)=O (1-{5-[4-(3,5-dimethylpyridin-2-yl)piperazine-1-carbonyl]pyridin-2-yl}-5-isopropyl-3-(4-methoxybenzyl)imidazolidine-2,4-dione), C(C)(C)C1C(N(C(N1)=O)CC1=CC=C(C=C1)OC)=O (5-isopropyl-3-(4-methoxybenzyl)imidazolidine-2,4-dione). Yields the product CC=1C(=NC=C(C1)C)N1CCN(CC1)C(=O)C=1C=CC(=NC1)N1C(NC(C1C(C)C)=O)=O (1-{5-[4-(3,5-dimethylpyridin-2-yl)piperazine-1-carbonyl]pyridin-2-yl}-5-isopropylimidazolidine-2,4-dione). As a reaction SMILES: BrC1N=CC(C(N2CCN(C3C(C)=CC(C)=CN=3)CC2)=O)=CC=1.C(C1NC(=O)N(CC2C=CC(OC)=CC=2)C1=O)(C)C.[CH3:43][C:44]1[C:45]([N:51]2[CH2:56][CH2:55][N:54]([C:57]([C:59]3[CH:60]=[CH:61][C:62]([N:65]4[CH:69]([CH:70]([CH3:72])[CH3:71])[C:68](=[O:73])[N:67](CC5C=CC(OC)=CC=5)[C:66]4=[O:83])=[N:63][CH:64]=3)=[O:58])[CH2:53][CH2:52]2)=[N:46][CH:47]=[C:48]([CH3:50])[CH:49]=1>>[CH3:43][C:44]1[C:45]([N:51]2[CH2:52][CH2:53][N:54]([C:57]([C:59]3[CH:60]=[CH:61][C:62]([N:65]4[CH:69]([CH:70]([CH3:71])[CH3:72])[C:68](=[O:73])[NH:67][C:66]4=[O:83])=[N:63][CH:64]=3)=[O:58])[CH2:55][CH2:56]2)=[N:46][CH:47]=[C:48]([CH3:50])[CH:49]=1. Reported procedure: Using (6-bromopyridin-3-yl)[4-(3,5-dimethylpyridin-2-yl)piperazin-1-yl]methanone (225 mg) described in Preparation Example 127 and 5-isopropyl-3-(4-methoxybenzyl)imidazolidine-2,4-dione (157 mg) described in Preparation Example 209 and by the reaction and treatment in the same manner as in Example 508, the title compound (138 mg) was obtained via 1-{5-[4-(3,5-dimethylpyridin-2-yl)piperazine-1-carbonyl]pyridin-2-yl}-5-isopropyl-3-(4-methoxybenzyl)imidazolidine-2,4-dione. The reactants are CN1C2=CC([C@H]3[C@@H]4CCC([C@@]4(C)CC[C@@H]3[C@]2(CCC1=O)C)O)C (4,7-Dimethyl-4-aza-Androst-5-en-3-one-17-ol). The reagents and catalysts are [Pt](=O)=O (platinum dioxide). Run in C(C)(=O)O (acetic acid). Reaction conditions: time 8 hour. Yields the product CN1C2CC([C@H]3[C@@H]4CCC([C@@]4(C)CC[C@@H]3[C@]2(CCC1=O)C)O)C (4,7-dimethyl-4-aza-androstan-3-one-17-ol). Reaction SMILES: [CH3:1][N:2]1[C:19](=[O:20])[CH2:18][CH2:17][C@@:16]2([CH3:21])[C:3]1=[CH:4][CH:5]([CH3:23])[C@@H:6]1[C@@H:15]2[CH2:14][CH2:13][C@@:11]2([CH3:12])[C@H:7]1[CH2:8][CH2:9][CH:10]2[OH:22]>C(O)(=O)C.[Pt](=O)=O>[CH3:1][N:2]1[C:19](=[O:20])[CH2:18][CH2:17][C@@:16]2([CH3:21])[CH:3]1[CH2:4][CH:5]([CH3:23])[C@@H:6]1[C@@H:15]2[CH2:14][CH2:13][C@@:11]2([CH3:12])[C@H:7]1[CH2:8][CH2:9][CH:10]2[OH:22]. Reported procedure: To a solution of 11 from Example 10, being 350 mg in 10 ml acetic acid was added 100 mg catalytic platinum dioxide and the resulting mixture was evacuated and flushed with hydrogen. The reaction was shaken overnight at room temperature under 40 Psig hydrogen pressure. The solution was filtered and concentrated to a residue. The residue was worked up with ethyl acetate, the organic layer was then concentrated under vacuum, diluted with ethyl acetate, washed with aqueous NaHCO3, brine, dried, conc... The reactants are C1=CC=CC2=NC=C3C=CC=CC3=C12 (phenanthridine), CC(C(=O)Cl)CCC (2-methylvaleryl chloride), N1C=CC2=CC=CC=C12 (indole). RXN SMILES: [CH:1]1[C:14]2[C:5](=[N:6][CH:7]=[C:8]3[C:13]=2[CH:12]=[CH:11][CH:10]=[CH:9]3)[CH:4]=[CH:3][CH:2]=1.[CH3:15][CH:16]([CH2:20][CH2:21][CH3:22])[C:17](Cl)=[O:18].[NH:23]1[C:31]2[C:26](=[CH:27][CH:28]=[CH:29][CH:30]=2)[CH:25]=[CH:24]1>>[NH:23]1[C:31]2[C:26](=[CH:27][CH:28]=[CH:29][CH:30]=2)[C:25]([CH:7]2[C:8]3[C:13](=[CH:12][CH:11]=[CH:10][CH:9]=3)[C:14]3[CH:1]=[CH:2][CH:3]=[CH:4][C:5]=3[N:6]2[C:17](=[O:18])[CH:16]([CH3:15])[CH2:20][CH2:21][CH3:22])=[CH:24]1. Yields the product N1C=C(C2=CC=CC=C12)C1N(C=2C=CC=CC2C2=CC=CC=C12)C(C(CCC)C)=O (1-[6-(1H-Indol-3-yl)-6H-phenanthridin-5-yl]-2-methyl-pentan-1-one). Reported procedure: 1-[6-(1H-Indol-3-yl)-6H-phenanthridin-5-yl]-2-methyl-pentan-1-one was prepared from phenanthridine, 2-methylvaleryl chloride, and indole according to GP 2. Reactants: C1CCOC1, CC1(C)OCC(CN2C(=O)C(NC(=O)c3cc4cc(Cl)ccc4[nH]3)Cc3ccccc32)CO1, Cl. The product is O=C(NC1Cc2ccccc2N(CC(CO)CO)C1=O)c1cc2cc(Cl)ccc2[nH]1. RXN SMILES: [CH2:35]1[O:36][CH2:37][CH2:38][CH2:39]1.[Cl:2][c:3]1[cH:4][c:5]2[cH:6][c:7]([C:12](=[O:13])[NH:14][CH:15]3[C:16](=[O:34])[N:17]([CH2:25][CH:26]4[CH2:27][O:28][C:29]([CH3:32])([CH3:33])[O:30][CH2:31]4)[c:18]4[cH:19][cH:20][cH:21][cH:22][c:23]4[CH2:24]3)[nH:8][c:9]2[cH:10][cH:11]1.[ClH:1]>>[Cl:2][c:3]1[cH:4][c:5]2[cH:6][c:7]([C:12](=[O:13])[NH:14][CH:15]3[C:16](=[O:34])[N:17]([CH2:25][CH:26]([CH2:27][OH:28])[CH2:31][OH:30])[c:18]4[cH:19][cH:20][cH:21][cH:22][c:23]4[CH2:24]3)[nH:8][c:9]2[cH:10][cH:11]1. Yields the product ClC1=C(C(=O)NCC(CC2(CC2)C(F)(F)F)C=2C=CC(=NC2)C(F)(F)F)C=CC=C1F (2-chloro-3-fluoro-N-(3-(1-(trifluoromethyl)cyclopropyl)-2-(2-(trifluoromethyl)pyridin-5-yl)propyl)benzamide). Reaction SMILES: [Cl:1][C:2]1[C:10]([F:11])=[CH:9][CH:8]=[CH:7][C:3]=1[C:4]([OH:6])=O.[F:12][C:13]([F:32])([F:31])[C:14]1([CH2:17][CH:18]([C:21]2[CH:22]=[CH:23][C:24]([C:27]([F:30])([F:29])[F:28])=[N:25][CH:26]=2)[CH2:19][NH2:20])[CH2:16][CH2:15]1>>[Cl:1][C:2]1[C:10]([F:11])=[CH:9][CH:8]=[CH:7][C:3]=1[C:4]([NH:20][CH2:19][CH:18]([C:21]1[CH:22]=[CH:23][C:24]([C:27]([F:30])([F:28])[F:29])=[N:25][CH:26]=1)[CH2:17][C:14]1([C:13]([F:12])([F:31])[F:32])[CH2:16][CH2:15]1)=[O:6]. Reported procedure: From 2-chloro-3-fluorobenzoic acid and 3-(1-(trifluoromethyl)cyclopropyl)-2-(2-(trifluoromethyl)pyridin-5-yl)propan-1-amine. LCMS (MH+): m/z=469.1, tR (minutes, Method G)=2.54 Starting materials: ClC1=C(C(=O)O)C=CC=C1F (2-chloro-3-fluorobenzoic acid), FC(C1(CC1)CC(CN)C=1C=CC(=NC1)C(F)(F)F)(F)F (3-(1-(trifluoromethyl)cyclopropyl)-2-(2-(trifluoromethyl)pyridin-5-yl)propan-1-amine). The reactants are BrCc1cccnc1, CC(C)(C)N1C(=O)C(NCCCCc2ccccc2)=C(c2ccccc2)S1(=O)=O. Yields the product O=C1C(NCCCCc2ccccc2)=C(c2ccccc2)S(=O)(=O)N1Cc1cccnc1. As a reaction SMILES: [Br:30][CH2:31][c:32]1[cH:33][n:34][cH:35][cH:36][cH:37]1.[C:1]([CH3:2])([CH3:3])([CH3:4])[N:5]1[S:6](=[O:28])(=[O:29])[C:7]([c:22]2[cH:23][cH:24][cH:25][cH:26][cH:27]2)=[C:8]([NH:11][CH2:12][CH2:13][CH2:14][CH2:15][c:16]2[cH:17][cH:18][cH:19][cH:20][cH:21]2)[C:9]1=[O:10]>>[N:5]1([CH2:31][c:32]2[cH:33][n:34][cH:35][cH:36][cH:37]2)[S:6](=[O:28])(=[O:29])[C:7]([c:22]2[cH:23][cH:24][cH:25][cH:26][cH:27]2)=[C:8]([NH:11][CH2:12][CH2:13][CH2:14][CH2:15][c:16]2[cH:17][cH:18][cH:19][cH:20][cH:21]2)[C:9]1=[O:10]. Starting materials: N[C@H](C(=O)N[C@H](C(=O)NC1=CC=C(C=C1)C=1C[C@@H]2N(C(C3=C(N=C2)C=C(C(=C3)OC)OCCCOC=3C(=CC2=C(N=C[C@H]4N(C2=O)C=C(C4)C4=CC=C(C(=O)OC)C=C4)C3)OC)=O)C1)C)C(C)C (Methyl 4-((S)-8-(3-(((S)-2-(4-((S)-2-((S)-2-amino-3-methylbutanamido)propanamido)phenyl)-7-methoxy-5-oxo-5,11a-dihydro-1H-benzo[e]pyrrolo[1,2-a][1,4]diazepin-8-yl)oxy)propoxy)-7-methoxy-5-oxo-5,11a-dihydro-1H-benzo[e]pyrrolo[1,2-a][1,4]diazepin-2-yl)benzoate), [OH-].[Li+] (lithium hydroxide), solution. The solvent is C1CCOC1.CO (THF CH3OH). Run at time 5 hour. Product: N[C@H](C(=O)N[C@H](C(=O)NC1=CC=C(C=C1)C=1C[C@@H]2N(C(C3=C(N=C2)C=C(C(=C3)OC)OCCCOC=3C(=CC2=C(N=C[C@H]4N(C2=O)C=C(C4)C4=CC=C(C(=O)O)C=C4)C3)OC)=O)C1)C)C(C)C (4-((S)-8-(3-(((S)-2-(4-((S)-2-((S)-2-amino-3-methylbutanamido)propanamido)phenyl)-7-methoxy-5-oxo-5,11a-dihydro-1H-benzo[e]pyrrolo[1,2-a][1,4]diazepin-8-yl)oxy)propoxy)-7-methoxy-5-oxo-5,11a-dihydro-1H-benzo[e]pyrrolo[1,2-a][1,4]diazepin-2-yl)benzoic acid). RXN SMILES: [NH2:1][C@@H:2]([CH:66]([CH3:68])[CH3:67])[C:3]([NH:5][C@@H:6]([CH3:65])[C:7]([NH:9][C:10]1[CH:15]=[CH:14][C:13]([C:16]2[CH2:17][C@H:18]3[CH:24]=[N:23][C:22]4[CH:25]=[C:26]([O:31][CH2:32][CH2:33][CH2:34][O:35][C:36]5[C:37]([O:61][CH3:62])=[CH:38][C:39]6[C:45](=[O:46])[N:44]7[CH:47]=[C:48]([C:50]8[CH:59]=[CH:58][C:53]([C:54]([O:56]C)=[O:55])=[CH:52][CH:51]=8)[CH2:49][C@H:43]7[CH:42]=[N:41][C:40]=6[CH:60]=5)[C:27]([O:29][CH3:30])=[CH:28][C:21]=4[C:20](=[O:63])[N:19]3[CH:64]=2)=[CH:12][CH:11]=1)=[O:8])=[O:4].[OH-].[Li+]>C1COCC1.CO>[NH2:1][C@@H:2]([CH:66]([CH3:68])[CH3:67])[C:3]([NH:5][C@@H:6]([CH3:65])[C:7]([NH:9][C:10]1[CH:11]=[CH:12][C:13]([C:16]2[CH2:17][C@H:18]3[CH:24]=[N:23][C:22]4[CH:25]=[C:26]([O:31][CH2:32][CH2:33][CH2:34][O:35][C:36]5[C:37]([O:61][CH3:62])=[CH:38][C:39]6[C:45](=[O:46])[N:44]7[CH:47]=[C:48]([C:50]8[CH:51]=[CH:52][C:53]([C:54]([OH:56])=[O:55])=[CH:58][CH:59]=8)[CH2:49][C@H:43]7[CH:42]=[N:41][C:40]=6[CH:60]=5)[C:27]([O:29][CH3:30])=[CH:28][C:21]=4[C:20](=[O:63])[N:19]3[CH:64]=2)=[CH:14][CH:15]=1)=[O:8])=[O:4] |f:1.2,3.4|. Reported procedure: To 9 (20 mg) in THF/CH3OH (2 mL) was added a lithium hydroxide solution (1 mL of a 0.1 M solution). The reaction mixture was stirred at an ambient temperature. At 5 hours, LC-MS revealed approximately a 30% conversion to desired product with significant decomposition. The reaction mixture was cooled to −80° C. for 16 hours. LC-MS showed a ˜1:1 mixture of 10 and 9. The reaction mixture was neutralized with 0.1N HCl (˜1 mL) and was concentrated to approximately 1 mL. DMSO (1 mL) and CH3CN (1 mL) w... The reactants are FC1=C(N)C=C(C=C1)F (2,5-difluoroaniline), Cl.ClCCNCCCl (bis-(2-chloroethyl)amine hydrochloride), [OH-].[Na+] (sodium hydroxide). The solvent is C=1(C(=CC=CC1)C)C (xylene), CN1CCCC1=O (NMP). Run at temperature 130 celsius. Yields the product Cl.FC1=C(C=C(C=C1)F)N1CCNCC1 (1-(2,5-difluorophenyl)piperazine hydrochloride). As a reaction SMILES: [F:1][C:2]1[CH:8]=[CH:7][C:6]([F:9])=[CH:5][C:3]=1[NH2:4].Cl.[Cl:11][CH2:12][CH2:13][NH:14][CH2:15][CH2:16]Cl.[OH-].[Na+]>C1(C)C(C)=CC=CC=1.CN1C(=O)CCC1>[ClH:11].[F:1][C:2]1[CH:8]=[CH:7][C:6]([F:9])=[CH:5][C:3]=1[N:4]1[CH2:16][CH2:15][NH:14][CH2:13][CH2:12]1 |f:1.2,3.4,7.8|. Procedure details: 0.03 Mol of 2,5-difluoroaniline and 0.03 mol of bis-(2-chloroethyl)amine hydrochloride are suspended in 50 mL of xylene and 15 mL of NMP. The mixture is heated at 130° C. for 25 h while stirring, then cooled to RT and the solvents are evaporated. The residue is dissolved in water and 1 equivalent of 2N aqueous sodium hydroxide (NaOH) is added. The mixture is extracted with dichloromethane (DCM), and the organic layer is dried over anhydrous MgSO4, filtered and evaporated to dryness in vacuo. The...